From a dataset of the Open Reaction Database (ORD), a public repository of structured organic reaction records. describe an organic reaction: reactants, conditions, products, and yield Starting materials: C(C)OC(=O)C=1NC(=C(C1C)C=O)C (3,5-Dimethyl-4-formylpyrrole-2-carboxylic acid ethyl ester), ice, [OH-].[Na+] (sodium hydroxide), O (water), Cl (hydrochloric acid). Solvent: C(C)O (ethanol). Product: CC1=C(NC(=C1C=O)C)C(=O)O (3,5-dimethyl-4-formylpyrrole-2-carboxylic acid). The yield is 96.8%. RXN SMILES: C([O:3][C:4]([C:6]1[NH:7][C:8]([CH3:14])=[C:9]([CH:12]=[O:13])[C:10]=1[CH3:11])=[O:5])C.[OH-].[Na+].O.Cl>C(O)C>[CH3:11][C:10]1[C:9]([CH:12]=[O:13])=[C:8]([CH3:14])[NH:7][C:6]=1[C:4]([OH:5])=[O:3] |f:1.2|. Reported procedure: 3,5-Dimethyl-4-formylpyrrole-2-carboxylic acid ethyl ester (19.52 g, 100 mmol) reported in the references was suspended in ethanol (100 ml) and a 2 N sodium hydroxide aqueous solution (100 ml, 200 mmol), and then stirred for 4 hours under reflux condition. After the completion of the reaction, 200 ml of water and 100 ml of a 2 N hydrochloric acid aqueous solution were added under the ice cooled. The precipitate was collected by filtration, washed with water and diethylether, and dried at reduced... The reactants are CS, CN(C)C=O, Nc1cc(Cl)ccc1[N+](=O)[O-], [Na+], [OH-], O. The product is CSc1ccc([N+](=O)[O-])c(N)c1. RXN SMILES: [CH3:3][SH:4].[CH3:5][N:6]([CH3:7])[CH:8]=[O:9].[NH2:10][c:11]1[c:12]([N+:18](=[O:19])[O-:20])[cH:13][cH:14][c:15]([Cl:17])[cH:16]1.[Na+:2].[OH-:1].[OH2:21]>>[CH3:3][S:4][c:15]1[cH:14][cH:13][c:12]([N+:18](=[O:19])[O-:20])[c:11]([NH2:10])[cH:16]1. Reactants: CCOC(C)=O, Clc1ccc(C2(Cn3cncn3)NCCS2)c(Cl)c1, O=[N+]([O-])O. Yields the product Clc1ccc(C2(Cn3cncn3)NCCS2)c(Cl)c1, O=[N+]([O-])O. Reaction SMILES: [CH3:24][CH2:25][O:26][C:27](=[O:28])[CH3:29].[Cl:1][c:2]1[c:3]([C:9]2([CH2:14][n:15]3[n:16][cH:17][n:18][cH:19]3)[S:10][CH2:11][CH2:12][NH:13]2)[cH:4][cH:5][c:6]([Cl:8])[cH:7]1.[OH:20][N+:21]([O-:22])=[O:23]>>[Cl:1][c:2]1[c:3]([C:9]2([CH2:14][n:15]3[n:16][cH:17][n:18][cH:19]3)[S:10][CH2:11][CH2:12][NH:13]2)[cH:4][cH:5][c:6]([Cl:8])[cH:7]1.[O:20]=[N+:21]([OH:22])[O-:23]. The reactants are FC1=CC=C(C=C1)B(O)O ((4-fluoro-phenyl)-boronic acid), IC1=CC=C(OCC2=C(OC=C2)C)C=C1 (3-(4-Iodo-phenoxymethyl)-2-methyl-furan), C(C)(=O)[O-].[K+] (potassium acetate). Run in CN(C=O)C (N,N-dimethylformamide). Reaction conditions: temperature 95 celsius, time 12 hour. Product: FC1=CC=C(C=C1)C1=CC=C(C=C1)OCC1=C(OC=C1)C (3-(4′-Fluoro-biphenyl-4-yloxymethyl)-2-methyl-furan). Yield: 44.3%. As a reaction SMILES: [F:1][C:2]1[CH:7]=[CH:6][C:5](B(O)O)=[CH:4][CH:3]=1.I[C:12]1[CH:25]=[CH:24][C:15]([O:16][CH2:17][C:18]2[CH:22]=[CH:21][O:20][C:19]=2[CH3:23])=[CH:14][CH:13]=1.C([O-])(=O)C.[K+]>CN(C)C=O>[F:1][C:2]1[CH:7]=[CH:6][C:5]([C:12]2[CH:13]=[CH:14][C:15]([O:16][CH2:17][C:18]3[CH:22]=[CH:21][O:20][C:19]=3[CH3:23])=[CH:24][CH:25]=2)=[CH:4][CH:3]=1 |f:2.3|. Procedure: A mixture of (4-fluoro-phenyl)-boronic acid (300 mg, 2.1 mmoles), 3-(4-iodophenoxymethyl)-2-methyl-furan (123) (500 mg, 1.6 mmoles) and potassium acetate (0.6 g) in N,N-dimethylformamide (70 mL) was degassed, treated with [1,1′-bis(diphenylphosphino) ferrocene]dichloropalladium(II) complex with dichloromethane (1:1) (90 mg) and the mixture was agitated at 95° C. for 12 hours under an argon atmosphere. The mixture was concentrated in vacuo, partitioned between water (100 ml) and diethyl ether (20... Starting materials: ice water, ClC1=NC=C(C=C1Cl)[N+](=O)[O-] (2,3-dichloro-5-nitro-pyridine), FC(CO)(F)F (2,2,2-trifluoroethanol), C([O-])([O-])=O.[K+].[K+] (potassium carbonate). Yields the product ClC=1C(=NC=C(C1)[N+](=O)[O-])OCC(F)(F)F (3-chloro-5-nitro-2-(2,2,2-trifluoro-ethoxy)-pyridine). The solvent is CN(C=O)C (N,N-dimethylformamide). Yield: 85.0%. As a reaction SMILES: Cl[C:2]1[C:7]([Cl:8])=[CH:6][C:5]([N+:9]([O-:11])=[O:10])=[CH:4][N:3]=1.[F:12][C:13]([F:17])([F:16])[CH2:14][OH:15].C(=O)([O-])[O-].[K+].[K+]>CN(C)C=O>[Cl:8][C:7]1[C:2]([O:15][CH2:14][C:13]([F:17])([F:16])[F:12])=[N:3][CH:4]=[C:5]([N+:9]([O-:11])=[O:10])[CH:6]=1 |f:2.3.4|. Reported procedure: A solution of 2,3-dichloro-5-nitro-pyridine (5 g, Synthesis, 1990 (6), 499-501), 2,2,2-trifluoroethanol (2.6 g) and potassium carbonate (5.4 g) in N,N-dimethylformamide (50 ml) was stirred at 80° C. for 1 hour. The reaction mixture was poured into ice water. The precipitate was isolated by filtration and dried under high vacuum to afford 3-chloro-5-nitro-2-(2,2,2-trifluoro-ethoxy)-pyridine (5.65 g).